Dataset: the Open Reaction Database (ORD), a public repository of structured organic reaction records. Task: describe an organic reaction: reactants, conditions, products, and yield Reactants: C1CCOC1, COC(=O)c1ccc(OC)c(O)c1, Cc1ccc(F)c(CCO)c1, CC(C)OC(=O)N=NC(=O)OC(C)C, c1ccc(P(c2ccccc2)c2ccccc2)cc1. Yields the product COC(=O)c1ccc(OC)c(OCCc2cc(C)ccc2F)c1. As a reaction SMILES: [CH2:58]1[O:59][CH2:60][CH2:61][CH2:62]1.[CH3:31][O:32][C:33]([c:34]1[cH:35][c:36]([OH:42])[c:37]([O:40][CH3:41])[cH:38][cH:39]1)=[O:43].[F:1][c:2]1[c:3]([CH2:9][CH2:10][OH:11])[cH:4][c:5]([CH3:8])[cH:6][cH:7]1.[O:44]=[C:45]([O:46][CH:47]([CH3:48])[CH3:49])[N:50]=[N:51][C:52]([O:53][CH:54]([CH3:55])[CH3:56])=[O:57].[c:12]1([P:13]([c:14]2[cH:15][cH:16][cH:17][cH:18][cH:19]2)[c:20]2[cH:21][cH:22][cH:23][cH:24][cH:25]2)[cH:26][cH:27][cH:28][cH:29][cH:30]1>>[F:1][c:2]1[c:3]([CH2:9][CH2:10][O:11][c:36]2[cH:35][c:34]([C:33]([O:32][CH3:31])=[O:43])[cH:39][cH:38][c:37]2[O:40][CH3:41])[cH:4][c:5]([CH3:8])[cH:6][cH:7]1. The reactants are CCCC[SnH](CCCC)CCCC, C1CCOC1, CC(C)[N-]C(C)C, CCCCCCCCCc1cnc(Cl)nc1, [Li+]. Product: CCCCCCCCCc1cnc([Sn](CCCC)(CCCC)CCCC)nc1. RXN SMILES: [CH2:1]([CH2:2][CH2:3][CH3:4])[SnH:5]([CH2:6][CH2:7][CH2:8][CH3:9])[CH2:10][CH2:11][CH2:12][CH3:13].[CH2:38]1[O:39][CH2:40][CH2:41][CH2:42]1.[CH:14]([N-:15][CH:16]([CH3:17])[CH3:18])([CH3:19])[CH3:20].[Cl:22][c:23]1[n:24][cH:25][c:26]([CH2:29][CH2:30][CH2:31][CH2:32][CH2:33][CH2:34][CH2:35][CH2:36][CH3:37])[cH:27][n:28]1.[Li+:21]>>[CH2:1]([CH2:2][CH2:3][CH3:4])[Sn:5]([CH2:6][CH2:7][CH2:8][CH3:9])([CH2:10][CH2:11][CH2:12][CH3:13])[c:23]1[n:24][cH:25][c:26]([CH2:29][CH2:30][CH2:31][CH2:32][CH2:33][CH2:34][CH2:35][CH2:36][CH3:37])[cH:27][n:28]1. Starting materials: O=P12OP3(=O)OP(=O)(O1)OP(=O)(O2)O3 (P2O5), CN(C(SC1=CC2=C(C(=CC(O2)=O)C)C=C1)=O)C (S-(4-methyl-2-oxo-2H-1-benzopyran-7-yl) dimethylthiocarbamate), ice, C[O-].[Na+] (sodium methylate), C(C)(=O)OCC.C1(=CC=CC=C1)C (ethyl acetate toluene). Run in CO (methanol). Conditions: temperature 45 celsius, time 30 minute. Product: SC1=CC2=C(C(=CC(O2)=O)C)C=C1 (7-mercapto-4-methyl-2H-1-benzopyran-2-one). The yield is 99.9%. Reaction SMILES: CN(C)C(=O)[S:4][C:5]1[CH:16]=[CH:15][C:8]2[C:9]([CH3:14])=[CH:10][C:11](=[O:13])[O:12][C:7]=2[CH:6]=1.C[O-].[Na+].C(OCC)(=O)C.C1(C)C=CC=CC=1.O=P12OP3(OP(OP(O3)(O1)=O)(=O)O2)=O>CO>[SH:4][C:5]1[CH:16]=[CH:15][C:8]2[C:9]([CH3:14])=[CH:10][C:11](=[O:13])[O:12][C:7]=2[CH:6]=1 |f:1.2,3.4|. Procedure details: 26.3 g (0.1 mol) of S-(4-methyl-2-oxo-2H-1-benzopyran-7-yl) dimethylthiocarbamate are suspended in 300 ml of methanol under a nitrogen atmosphere. 0.2 mol of sodium methylate (8% solution of Na (w/v) in methanol) is added at room temperature and the mixture is heated at 45° C. for 4 hours. The disappearance of the starting material is monitored by thin layer chromatography using an ethyl acetate/toluene mixture (1/4 v/v) as the eluent. After cooling, the reaction medium is hydrolyzed on an ice/c... Starting materials: ClC1=CC=C(C=C1)C(CC(C(F)(F)F)=O)=O (1-(4-chloro-phenyl)-4,4,4-trifluoro-butane-1,3-dione), 4-chloro-acetophenone, NC=1N=CNC1C#N (4-amino-5-cyano-1H-imidazole). Product: ClC1=CC=C(C=C1)C1=NC=2N(C(=C1)C(F)(F)F)C=NC2C#N (2-(4-Chloro-phenyl)-4-trifluoromethyl-imidazo[1,5-a]pyrimidine-8-carbonitrile). The yield is 38.4%. As a reaction SMILES: [Cl:1][C:2]1[CH:7]=[CH:6][C:5]([C:8](=O)[CH2:9][C:10](=O)[C:11]([F:14])([F:13])[F:12])=[CH:4][CH:3]=1.[NH2:17][C:18]1[N:19]=[CH:20][NH:21][C:22]=1[C:23]#[N:24]>>[Cl:1][C:2]1[CH:7]=[CH:6][C:5]([C:8]2[CH:9]=[C:10]([C:11]([F:14])([F:13])[F:12])[N:19]3[CH:20]=[N:21][C:22]([C:23]#[N:24])=[C:18]3[N:17]=2)=[CH:4][CH:3]=1. Procedure: Reaction of 1-(4-chloro-phenyl)-4,4,4-trifluoro-butane-1,3-dione (251 mg, 1.0 mmol), prepared from commercially available 4-chloro-acetophenone according to general procedure A, and 4-amino-5-cyano-1H-imidazole (108 mg, 1.0 mmol) according to general procedure B yielded the title compound as a yellow solid (124 mg, 38%). MS (ISP) 323.1 [(M+H)+]; mp 205° C.